This data is from the Open Reaction Database (ORD), a public repository of structured organic reaction records. The task is: describe an organic reaction: reactants, conditions, products, and yield Starting materials: ClC1=C(C=C(C=C1)O)[N+](=O)[O-] (4-chloro-3-nitro-phenol), BrCC1=CC=C(C=C1)C(C)(C)C (1-Bromomethyl-4-tert-butyl-benzene). The product is C(C)(C)(C)C1=CC=C(COC2=CC(=C(C=C2)Cl)[N+](=O)[O-])C=C1 (4-(4-tert-Butyl-benzyloxy)-1-chloro-2-nitro-benzene). Reaction SMILES: [Cl:1][C:2]1[CH:7]=[CH:6][C:5]([OH:8])=[CH:4][C:3]=1[N+:9]([O-:11])=[O:10].Br[CH2:13][C:14]1[CH:19]=[CH:18][C:17]([C:20]([CH3:23])([CH3:22])[CH3:21])=[CH:16][CH:15]=1>>[C:20]([C:17]1[CH:16]=[CH:15][C:14]([CH2:13][O:8][C:5]2[CH:6]=[CH:7][C:2]([Cl:1])=[C:3]([N+:9]([O-:11])=[O:10])[CH:4]=2)=[CH:19][CH:18]=1)([CH3:23])([CH3:21])[CH3:22]. Procedure details: A solution of 4-chloro-3-nitro-phenol was reacted with 1-Bromomethyl-4-tert-butyl-benzene using the conditions described in Example 10C to provide 4-(4-tert-Butyl-benzyloxy)-1-chloro-2-nitro-benzene which was treated sequentially using the procedures from Examples 10D and 10E to provide the title product.